This data is from the Open Reaction Database (ORD), a public repository of structured organic reaction records. The task is: describe an organic reaction: reactants, conditions, products, and yield Reactants: [Cl-].[NH4+] (ammonium chloride), O1CCCC1 (tetrahydrofuran), ClC1=CC=C(C(C(=O)OC)=C1)O (methyl 5-chlorosalicylate), C(=C)[Mg]Cl (ethenyl magnesium chloride). The solvent is O (water), CCOCC (ether), CCOCC (ether). Run at time 8 hour. Yields the product ClC=1C=CC(=C(C1)C(O)(C=C)C=C)O (5-chloro-α,α-bis-ethenyl-2-hydroxybenzene-methanol). RXN SMILES: [Cl:1][C:2]1[CH:11]=[C:6]([C:7]([O:9]C)=O)[C:5]([OH:12])=[CH:4][CH:3]=1.O1CC[CH2:15][CH2:14]1.[CH:18]([Mg]Cl)=[CH2:19].[Cl-].[NH4+]>CCOCC.O>[Cl:1][C:2]1[CH:3]=[CH:4][C:5]([OH:12])=[C:6]([C:7]([CH:18]=[CH2:19])([CH:14]=[CH2:15])[OH:9])[CH:11]=1 |f:3.4|. Procedure details: A solution of methyl 5-chlorosalicylate in 200 ml of anhydrous ether was added dropwise with stirring at 10° C. to a mixture of 250 ml of a tetrahydrofuran solution titrating 2.6 M/liter of ethenyl magnesium chloride and 300 ml of anhydrous ether and the mixture was allowed to return to room temperature and was then stirred overnight at room temperature. The mixture was poured into a liter of iced water containing 10% of ammonium chloride and the decanted aqueous phase was extracted twice with 1... The reactants are BrC=1C=NC=C(C1)OCC1CCOCC1 (3-bromo-5-(tetrahydro-2H-pyran-4-ylmethoxy)pyridine), bronze, [OH-].[Na+] (sodium hydroxide), O (water). The reagents and catalysts are O.O.O.O.O.S(=O)(=O)([O-])[O-].[Cu+2] (copper(II) sulfate pentahydrate). Solvent: CO (methanol). Reaction conditions: temperature 210 celsius, time 6 hour. Product: O1CCC(CC1)COC=1C=C(C=NC1)O (5-(tetrahydro-2H-pyran-4-ylmethoxy)pyridin-3-ol). The yield is 59.4%. As a reaction SMILES: Br[C:2]1[CH:3]=[N:4][CH:5]=[C:6]([O:8][CH2:9][CH:10]2[CH2:15][CH2:14][O:13][CH2:12][CH2:11]2)[CH:7]=1.[OH-:16].[Na+].O>O.O.O.O.O.S([O-])([O-])(=O)=O.[Cu+2].CO>[O:13]1[CH2:14][CH2:15][CH:10]([CH2:9][O:8][C:6]2[CH:7]=[C:2]([OH:16])[CH:3]=[N:4][CH:5]=2)[CH2:11][CH2:12]1 |f:1.2,4.5.6.7.8.9.10|. Procedure: A mixture of 3-bromo-5-(tetrahydro-2H-pyran-4-ylmethoxy)pyridine (300 mg), copper(II) sulfate pentahydrate (130 mg), bronze (100 mg), sodium hydroxide (700 mg), and water (5 mL) was stirred in an autoclave at 210° C. for 6 hours. The reaction mixture was cooled to room temperature, followed by addition of methanol, and insolubles were removed by filtration. The filtrate was concentrated under reduced pressure and extracted with chloroform. The aqueous layer was neutralized by addition of 1M hydr... Reaction conditions: temperature 105 celsius. The reactants are BrC1=CC2=C(C(=N1)O[C@H](C)[C@@H]1CC(NC1)=O)N(C=N2)C2CC2 ((R)-4-((R)-1-((6-bromo-3-cyclopropyl-3H-imidazo[4,5-c]pyridin-4-yl)oxy)ethyl)pyrrolidin-2-on), O1C2=C(OCC1)C=C(C=C2)B2OC(C(O2)(C)C)(C)C (2-(2,3-dihydrobenzo[b][1,4]dioxin-6-yl)-4,4,5,5-tetramethyl-1,3,2-dioxaborolane), COCCOC (DME), C([O-])([O-])=O.[Na+].[Na+] (sodium carbonate). Reported procedure: To a 25 ml 3-neck flask with condenser and magnetic stir bar was added (R)-4-((R)-1-((6-bromo-3-cyclopropyl-3H-imidazo[4,5-c]pyridin-4-yl)oxy)ethyl)pyrrolidin-2-on (100 mg, 0.27 mmol), 2-(2,3-dihydrobenzo[b][1,4]dioxin-6-yl)-4,4,5,5-tetramethyl-1,3,2-dioxaborolane (90 mg, 0.34 mmol) and Pd(PPh3)4 (32 mg, 0.027 mmol) then evacuated and filled with N2 3×. Added 2 mL DME and 2N sodium carbonate (0.41 ml, 0.82 mmol) via syringe and heated in a 105° C. oil bath for ˜2 hrs at which time LC-MS indicate... The solvent is O (water), CCOC(=O)C (EtOAc). Product: C1(CC1)N1C=NC2=C1C(=NC(=C2)C2=CC1=C(OCCO1)C=C2)O[C@H](C)[C@@H]2CC(NC2)=O ((R)-4-((R)-1-((3-cyclopropyl-6-(2,3-dihydrobenzo[b][1,4]dioxin-6-yl)-3H-imidazo[4,5-c]pyridin-4-yl)oxy)ethyl)pyrrolidin-2-one). Reagents/catalysts: C=1C=CC(=CC1)[P](C=2C=CC=CC2)(C=3C=CC=CC3)[Pd]([P](C=4C=CC=CC4)(C=5C=CC=CC5)C=6C=CC=CC6)([P](C=7C=CC=CC7)(C=8C=CC=CC8)C=9C=CC=CC9)[P](C=1C=CC=CC1)(C=1C=CC=CC1)C=1C=CC=CC1 (Pd(PPh3)4). RXN SMILES: Br[C:2]1[N:7]=[C:6]([O:8][C@@H:9]([C@H:11]2[CH2:15][NH:14][C:13](=[O:16])[CH2:12]2)[CH3:10])[C:5]2[N:17]([CH:20]3[CH2:22][CH2:21]3)[CH:18]=[N:19][C:4]=2[CH:3]=1.[O:23]1[CH2:28][CH2:27][O:26][C:25]2[CH:29]=[C:30](B3OC(C)(C)C(C)(C)O3)[CH:31]=[CH:32][C:24]1=2.COCCOC.C(=O)([O-])[O-].[Na+].[Na+]>C1C=CC([P]([Pd]([P](C2C=CC=CC=2)(C2C=CC=CC=2)C2C=CC=CC=2)([P](C2C=CC=CC=2)(C2C=CC=CC=2)C2C=CC=CC=2)[P](C2C=CC=CC=2)(C2C=CC=CC=2)C2C=CC=CC=2)(C2C=CC=CC=2)C2C=CC=CC=2)=CC=1.O.CCOC(C)=O>[CH:20]1([N:17]2[C:5]3[C:6]([O:8][C@@H:9]([C@H:11]4[CH2:15][NH:14][C:13](=[O:16])[CH2:12]4)[CH3:10])=[N:7][C:2]([C:30]4[CH:31]=[CH:32][C:24]5[O:23][CH2:28][CH2:27][O:26][C:25]=5[CH:29]=4)=[CH:3][C:4]=3[N:19]=[CH:18]2)[CH2:22][CH2:21]1 |f:3.4.5,^1:57,59,78,97|. Starting materials: CC1(C)CCC(C)(C)c2cc(CBr)ccc21, O=C([O-])[O-], CN(C)C=O, [K+], [K+], O, CCOC(=O)c1ccc(O)cc1. Product: CCOC(=O)c1ccc(OCc2ccc3c(c2)C(C)(C)CCC3(C)C)cc1. RXN SMILES: [Br:1][CH2:2][c:3]1[cH:4][c:5]2[c:10]([cH:11][cH:12]1)[C:9]([CH3:13])([CH3:14])[CH2:8][CH2:7][C:6]2([CH3:15])[CH3:16].[C:29](=[O:30])([O-:31])[O-:32].[CH3:36][N:37]([CH3:38])[CH:39]=[O:40].[K+:33].[K+:34].[OH2:35].[OH:17][c:18]1[cH:19][cH:20][c:21]([C:22](=[O:23])[O:24][CH2:25][CH3:26])[cH:27][cH:28]1>>[CH2:2]([c:3]1[cH:4][c:5]2[c:10]([cH:11][cH:12]1)[C:9]([CH3:13])([CH3:14])[CH2:8][CH2:7][C:6]2([CH3:15])[CH3:16])[O:17][c:18]1[cH:19][cH:20][c:21]([C:22](=[O:23])[O:24][CH2:25][CH3:26])[cH:27][cH:28]1. Reactants: C(C)C1=CC=C(NCC2=CC(=C(C(=C2)OC)OC)OC)C=C1 (4-Ethyl-N-(3,4,5-trimethoxybenzyl)aniline), Cl.CC1=CC=C(NCC2=CC(=C(C(=C2)OC)OC)OC)C=C1 (4-Methyl-N-(3,4,5-trimethoxybenzyl)aniline Hydrochloride). Yields the product Cl.C(C)C1=CC=C(NCC2=CC(=C(C(=C2)OC)OC)OC)C=C1 (4-Ethyl-N-(3,4,5-trimethoxybenzyl)aniline Hydrochloride). Isolated yield 70.7%. RXN SMILES: [CH2:1]([C:3]1[CH:22]=[CH:21][C:6]([NH:7][CH2:8][C:9]2[CH:14]=[C:13]([O:15][CH3:16])[C:12]([O:17][CH3:18])=[C:11]([O:19][CH3:20])[CH:10]=2)=[CH:5][CH:4]=1)[CH3:2].[ClH:23].CC1C=CC(NCC2C=C(OC)C(OC)=C(OC)C=2)=CC=1>>[ClH:23].[CH2:1]([C:3]1[CH:22]=[CH:21][C:6]([NH:7][CH2:8][C:9]2[CH:10]=[C:11]([O:19][CH3:20])[C:12]([O:17][CH3:18])=[C:13]([O:15][CH3:16])[CH:14]=2)=[CH:5][CH:4]=1)[CH3:2] |f:1.2,3.4|. Procedure details: From 109b (4.0 g, 13.2 mmol), a similar procedure as described in 110a gave 110b (3.17 g, 70.7%), as yellow crystals: mp 155°-7° C. after recrystallization from ethanol and methanol. 1H NMR (200 MHz, CDCl3) δ7.20 (s, br, 4H), 6.86 (s, 2H), 4.34 (s, 2H), 3.72 (s, 6H), 3.62 (s, 3H), 2.55 (q, J=8 Hz, 2H), 1.13 (t, J=8 Hz, 3H). Anal. (C18H24ClNO3). The reactants are COC(=O)C1=CC2=C(CC(O2)(C)C)C(=C1)O (4-hydroxy-2,2-dimethyl-2,3-dihydrobenzofuran-6-carboxylic acid methyl ester), COC(=O)C1=CC2=C(CC(O2)(C)C)C(=C1)OC=1C=NC(=CC1)C(N(C)C)=O (4-(6-dimethylcarbamoyl-pyridin-3-yloxy)-2,2-dimethyl-2,3-dihydro-benzofuran-6-carboxylic acid methyl ester), C(C)(C)(C)OC(=O)C1=NC=C(C=N1)Br (5-bromo-pyrimidine-2-carboxylic acid tert-butyl ester). Yields the product C(C)(C)(C)OC(=O)C1=NC=C(C=N1)OC1=CC(=CC2=C1CC(O2)(C)C)C(=O)OC (5-(6-Methoxycarbonyl-2,2-dimethyl-2,3-dihydro-benzofuran-4-yloxy)-pyrimidine-2-carboxylic acid tert-butyl ester), oil. Isolated yield 11.0%. RXN SMILES: [CH3:1][O:2][C:3]([C:5]1[CH:15]=[C:14]([O:16][C:17]2[CH:18]=[N:19]C(C(=O)N(C)C)=CC=2)[C:8]2[CH2:9][C:10]([CH3:13])([CH3:12])[O:11][C:7]=2[CH:6]=1)=[O:4].[C:28]([O:32][C:33]([C:35]1N=CC(Br)=[CH:37][N:36]=1)=[O:34])([CH3:31])([CH3:30])[CH3:29].COC(C1C=C(O)C2CC(C)(C)OC=2C=1)=O>>[C:28]([O:32][C:33]([C:35]1[N:19]=[CH:18][C:17]([O:16][C:14]2[C:8]3[CH2:9][C:10]([CH3:13])([CH3:12])[O:11][C:7]=3[CH:6]=[C:5]([C:3]([O:2][CH3:1])=[O:4])[CH:15]=2)=[CH:37][N:36]=1)=[O:34])([CH3:31])([CH3:30])[CH3:29]. Procedure: The title compound was prepared in a similar manner as described for Intermediate 161b, from 5-bromo-pyrimidine-2-carboxylic acid tert-butyl ester (171a) (497 mg, 1.92 mmol) and 4-hydroxy-2,2-dimethyl-2,3-dihydro-benzofuran-6-carboxylic acid methyl ester (3e) (426 mg, 1.92 mmol) to give a yellow oil (83 mg, 11% yield). 1H NMR (400 MHz, CDCl3) δ 8.57 (s, 2 H) 7.30 (d, J=1.26 Hz, 1 H) 7.19 (d, J=1.26 Hz, 1 H) 3.88 (s, 3 H) 2.92 (s, 2 H) 1.68 (s, 9 H) 1.50 (s, 6 H); LCMS for C21H24N2O6 m/z 345.00 (... Starting materials: COC([C@H](N)C)=O (D-alanine methyl ester), C(#N)[BH3-].[Na+] (sodium cyanoborohydride), C(CCCCC)=O (hexanal), C(C)(=O)[O-].[Na+] (sodium acetate). Solvent: CO (methanol). Run at temperature 0 celsius, time 16 hour. Product: COC([C@H](NCCCCCC)C)=O (N-hexyl-D-alanine methyl ester). Isolated yield 89.9%. As a reaction SMILES: [CH3:1][O:2][C:3](=[O:7])[C@@H:4]([CH3:6])[NH2:5].[CH:8](=O)[CH2:9][CH2:10][CH2:11][CH2:12][CH3:13].C([O-])(=O)C.[Na+].C([BH3-])#N.[Na+]>CO>[CH3:1][O:2][C:3](=[O:7])[C@@H:4]([CH3:6])[NH:5][CH2:8][CH2:9][CH2:10][CH2:11][CH2:12][CH3:13] |f:2.3,4.5|. Procedure details: D-alanine methyl ester (1.5 g, 10.75 mmol) is taken up in 50 mL methanol and is cooled to 0° C. To this is added hexanal (1.3 mL, 10.75 mmol) followed by sodium acetate (2.62 g, 32 mmol). After stirring for 15 minutes at 0° C. sodium cyanoborohydride (440 mg, 7 mmol) is added and the mixture is stirred for further 16 hours at room temperature. The methanol is evaporated and the resulting residue is taken up in ether and is transferred to a separatory funnel, washed with water (2×), dried over so... The solvent is CS(=O)C (dimethyl sulphoxide), O (water). Starting materials: C(C(C)(C)C)(=O)OCCl (chloromethyl pivalate), Cl (hydrochloric acid), [OH-].[K+] (potassium hydroxide), BrC1=CC(=C(CN2C(C3(C4=CC=CC=C24)NC(NC3=O)=O)=O)C=C1)F (1'-(4-bromo-2-fluorobenzyl)-spiro-[imidazolidine-4,3'-indoline]-2,2',5-trione). Reaction SMILES: [OH-].[K+].[Br:3][C:4]1[CH:26]=[CH:25][C:7]([CH2:8][N:9]2[C:17]3[C:12](=[CH:13][CH:14]=[CH:15][CH:16]=3)[C:11]3([C:21](=[O:22])[NH:20][C:19](=[O:23])[NH:18]3)[C:10]2=[O:24])=[C:6]([F:27])[CH:5]=1.[C:28]([O:34][CH2:35]Cl)(=[O:33])[C:29]([CH3:32])([CH3:31])[CH3:30].Cl>CS(C)=O.O>[Br:3][C:4]1[CH:26]=[CH:25][C:7]([CH2:8][N:9]2[C:17]3[C:12](=[CH:13][CH:14]=[CH:15][CH:16]=3)[C:11]3([C:21](=[O:22])[N:20]([CH2:35][O:34][C:28](=[O:33])[C:29]([CH3:32])([CH3:31])[CH3:30])[C:19](=[O:23])[NH:18]3)[C:10]2=[O:24])=[C:6]([F:27])[CH:5]=1 |f:0.1|. Yields the product BrC1=CC(=C(CN2C(C3(C4=CC=CC=C24)NC(N(C3=O)COC(C(C)(C)C)=O)=O)=O)C=C1)F (1'-(4-bromo-2-fluorobenzyl)-1-(pivaloyloxymethyl)-spiro[imidazolidine-4,3'-indoline]-2,2',5-trione). Reported procedure: Ethanolic potassium hydroxide solution (1 M; 5.2 ml) was added to a solution of 1'-(4-bromo-2-fluorobenzyl)-spiro-[imidazolidine-4,3'-indoline]-2,2',5-trione (2.0 g.) in dimethyl sulphoxide (10 ml.). The solution was stirred for 5 minutes and then chloromethyl pivalate (0.75 g.) was slowly added. After the addition was completed, the reaction mixture was further stirred for 16 hours; and then poured into water (100 ml.). The aqueous mixture was carefully acidified (concentrated hydrochloric acid... Reaction conditions: time 5 minute.